From a dataset of the Open Reaction Database (ORD), a public repository of structured organic reaction records. describe an organic reaction: reactants, conditions, products, and yield Reactants: C(C)(=O)OCC (ethyl acetate), P(=O)([O-])([O-])[O-].[K+].[K+].[K+] (Potassium phosphate), C(C1=CC=CC=C1)OC1=C(C=C(C(=C1)OCC1=CC=CC=C1)Br)C1=C(C(=NO1)C)C1=CC=C(C=C1)OC (5-(2,4-bis-benzyloxy-5-bromo-phenyl)-4-(4-methoxy-phenyl)-3-methyl-isoxazole), C1(=CC=CC=C1)B(O)O (phenyl boronic acid). The reagents and catalysts are C=1C=CC(=CC1)[P](C=2C=CC=CC2)(C=3C=CC=CC3)[Pd]([P](C=4C=CC=CC4)(C=5C=CC=CC5)C=6C=CC=CC6)([P](C=7C=CC=CC7)(C=8C=CC=CC8)C=9C=CC=CC9)[P](C=1C=CC=CC1)(C=1C=CC=CC1)C=1C=CC=CC1 (Tetrakis(triphenylphosphine)palladium(0)). The solvent is CCCCCC (hexane), O1CCOCC1 (1,4 dioxan). Conditions: temperature 80 celsius. The product is C(C1=CC=CC=C1)OC1=C(C=C(C(=C1)OCC1=CC=CC=C1)C1=CC=CC=C1)C1=C(C(=NO1)C)C1=CC=C(C=C1)OC (5-(4,6-bis-benzyloxy-biphenyl-3-yl)-4-(4-methoxy-phenyl)-3-methyl-isoxazole). RXN SMILES: P([O-])([O-])([O-])=O.[K+].[K+].[K+].[CH2:9]([O:16][C:17]1[CH:22]=[C:21]([O:23][CH2:24][C:25]2[CH:30]=[CH:29][CH:28]=[CH:27][CH:26]=2)[C:20](Br)=[CH:19][C:18]=1[C:32]1[O:36][N:35]=[C:34]([CH3:37])[C:33]=1[C:38]1[CH:43]=[CH:42][C:41]([O:44][CH3:45])=[CH:40][CH:39]=1)[C:10]1[CH:15]=[CH:14][CH:13]=[CH:12][CH:11]=1.[C:46]1(B(O)O)[CH:51]=[CH:50][CH:49]=[CH:48][CH:47]=1.C(OCC)(=O)C>O1CCOCC1.C1C=CC([P]([Pd]([P](C2C=CC=CC=2)(C2C=CC=CC=2)C2C=CC=CC=2)([P](C2C=CC=CC=2)(C2C=CC=CC=2)C2C=CC=CC=2)[P](C2C=CC=CC=2)(C2C=CC=CC=2)C2C=CC=CC=2)(C2C=CC=CC=2)C2C=CC=CC=2)=CC=1.CCCCCC>[CH2:9]([O:16][C:17]1[CH:22]=[C:21]([O:23][CH2:24][C:25]2[CH:30]=[CH:29][CH:28]=[CH:27][CH:26]=2)[C:20]([C:46]2[CH:51]=[CH:50][CH:49]=[CH:48][CH:47]=2)=[CH:19][C:18]=1[C:32]1[O:36][N:35]=[C:34]([CH3:37])[C:33]=1[C:38]1[CH:43]=[CH:42][C:41]([O:44][CH3:45])=[CH:40][CH:39]=1)[C:10]1[CH:15]=[CH:14][CH:13]=[CH:12][CH:11]=1 |f:0.1.2.3,^1:70,72,91,110|. Procedure: Potassium phosphate (0.1 g, 0.5 mmol) was added to a solution of 5-(2,4-bis-benzyloxy-5-bromo-phenyl)-4-(4-methoxy-phenyl)-3-methyl-isoxazole (0.14 g, 0.25 mmol) and phenyl boronic acid (0.095 g, 0.75 mmol) in 1,4 dioxan (4 ml) under a nitrogen atmosphere. Tetrakis(triphenylphosphine)palladium(0) (cat.) was added and the suspension heated, 80° C. for ˜18 hrs. The suspension was allowed to cool and ethyl acetate (25 ml) added. The mixture was washed with water (3×25 ml) and saturated aqueous sodi...